Dataset: the Open Reaction Database (ORD), a public repository of structured organic reaction records. Task: describe an organic reaction: reactants, conditions, products, and yield The reactants are O=C([O-])[O-], CCI, [K+], [K+], CN(C)C=O, O, Oc1ccc(I)cc1. Yields the product CCOc1ccc(I)cc1. As a reaction SMILES: [C:9](=[O:10])([O-:11])[O-:12].[CH2:15]([CH3:16])[I:17].[K+:13].[K+:14].[O:19]=[CH:20][N:21]([CH3:22])[CH3:23].[OH2:18].[OH:1][c:2]1[cH:3][cH:4][c:5]([I:6])[cH:7][cH:8]1>>[O:1]([c:2]1[cH:3][cH:4][c:5]([I:6])[cH:7][cH:8]1)[CH2:15][CH3:16].